From a dataset of the Open Reaction Database (ORD), a public repository of structured organic reaction records. describe an organic reaction: reactants, conditions, products, and yield The reactants are OC1CCN(Cc2ccccc2)CC1, CCN=C=NCCCN(C)C, CN(C)c1ccccn1, CN(C)c1cccc(C(=O)O)c1, CN(C)C=O, Cl. The product is CN(C)c1cccc(C(=O)OC2CCN(Cc3ccccc3)CC2)c1. RXN SMILES: [CH2:22]([c:23]1[cH:24][cH:25][cH:26][cH:27][cH:28]1)[N:29]1[CH2:30][CH2:31][CH:32]([OH:35])[CH2:33][CH2:34]1.[CH2:37]([N:38]=[C:39]=[N:40][CH2:41][CH2:42][CH2:43][N:44]([CH3:45])[CH3:46])[CH3:47].[CH3:13][N:14]([c:15]1[cH:16][cH:17][cH:18][cH:19][n:20]1)[CH3:21].[CH3:1][N:2]([c:3]1[cH:4][c:5]([C:6](=[O:7])[OH:8])[cH:9][cH:10][cH:11]1)[CH3:12].[CH3:48][N:49]([CH3:50])[CH:51]=[O:52].[ClH:36]>>[CH3:1][N:2]([c:3]1[cH:4][c:5]([C:6](=[O:7])[O:8][CH:32]2[CH2:31][CH2:30][N:29]([CH2:22][c:23]3[cH:24][cH:25][cH:26][cH:27][cH:28]3)[CH2:34][CH2:33]2)[cH:9][cH:10][cH:11]1)[CH3:12]. Reactants: COCCOC, CC(C)(C)[O-], CC1CC2(CCC1N)OCCO2, CCOC(C)=O, N#Cc1cnc(Cl)c2c1[nH]c1ccc(F)cc12, [Na+], O=C(C=Cc1ccccc1)C=Cc1ccccc1, O=C(C=Cc1ccccc1)C=Cc1ccccc1, O=C(C=Cc1ccccc1)C=Cc1ccccc1, [Pd], [Pd], c1ccc(P(c2ccccc2)c2ccc3ccccc3c2-c2c(P(c3ccccc3)c3ccccc3)ccc3ccccc23)cc1. Yields the product CC1CC2(CCC1Nc1ncc(C#N)c3[nH]c4ccc(F)cc4c13)OCCO2. Reaction SMILES: [CH3:144][O:145][CH2:146][CH2:147][O:148][CH3:149].[CH3:64][C:65]([CH3:66])([O-:67])[CH3:68].[CH3:70][CH:71]1[CH2:72][C:73]2([O:74][CH2:75][CH2:76][O:77]2)[CH2:78][CH2:79][CH:80]1[NH2:81].[CH3:82][CH2:83][O:84][C:85]([CH3:86])=[O:87].[Cl:1][c:2]1[n:3][cH:4][c:5]([C:16]#[N:17])[c:6]2[nH:7][c:8]3[cH:9][cH:10][c:11]([F:15])[cH:12][c:13]3[c:14]12.[Na+:69].[O:108]=[C:109]([CH:110]=[CH:111][c:112]1[cH:113][cH:114][cH:115][cH:116][cH:117]1)[CH:118]=[CH:119][c:120]1[cH:121][cH:122][cH:123][cH:124][cH:125]1.[O:126]=[C:127]([CH:128]=[CH:129][c:130]1[cH:131][cH:132][cH:133][cH:134][cH:135]1)[CH:136]=[CH:137][c:138]1[cH:139][cH:140][cH:141][cH:142][cH:143]1.[O:90]=[C:91]([CH:92]=[CH:93][c:94]1[cH:95][cH:96][cH:97][cH:98][cH:99]1)[CH:100]=[CH:101][c:102]1[cH:103][cH:104][cH:105][cH:106][cH:107]1.[Pd:88].[Pd:89].[cH:18]1[cH:19][cH:20][c:21]([P:22]([c:23]2[cH:24][cH:25][c:26]3[c:27]([cH:28][cH:29][cH:30][cH:31]3)[c:32]2-[c:33]2[c:34]3[c:35]([cH:36][cH:37][cH:38][cH:39]3)[cH:40][cH:41][c:42]2[P:43]([c:44]2[cH:45][cH:46][cH:47][cH:48][cH:49]2)[c:50]2[cH:51][cH:52][cH:53][cH:54][cH:55]2)[c:56]2[cH:57][cH:58][cH:59][cH:60][cH:61]2)[cH:62][cH:63]1>>[c:2]1([NH:81][CH:80]2[CH:71]([CH3:70])[CH2:72][C:73]3([O:74][CH2:75][CH2:76][O:77]3)[CH2:78][CH2:79]2)[n:3][cH:4][c:5]([C:16]#[N:17])[c:6]2[nH:7][c:8]3[cH:9][cH:10][c:11]([F:15])[cH:12][c:13]3[c:14]12. The reactants are O=C([O-])[O-], COS(=O)(=O)OC, CN(C)C=O, O=Cc1ccc(C=CC(=O)O)cc1, [K+], [K+]. Yields the product COC(=O)C=Cc1ccc(C=O)cc1. Reaction SMILES: [C:21](=[O:22])([O-:23])[O-:24].[CH3:14][O:15][S:16]([O:17][CH3:18])(=[O:19])=[O:20].[CH3:27][N:28]([CH3:29])[CH:30]=[O:31].[CH:1](=[O:2])[c:3]1[cH:4][cH:5][c:6]([CH:7]=[CH:8][C:9](=[O:10])[OH:11])[cH:12][cH:13]1.[K+:25].[K+:26]>>[CH:1](=[O:2])[c:3]1[cH:4][cH:5][c:6]([CH:7]=[CH:8][C:9](=[O:10])[O:11][CH3:14])[cH:12][cH:13]1.